From a dataset of the Open Reaction Database (ORD), a public repository of structured organic reaction records. describe an organic reaction: reactants, conditions, products, and yield Yields the product CC(N)C(=O)OCCBr, Cl. The reactants are OCCBr, CC(N)C(=O)O, ClCCl, Cl, O, Cc1ccc(S(=O)(=O)O)cc1, c1ccccc1. Reaction SMILES: [Br:19][CH2:20][CH2:21][OH:22].[CH3:1][CH:2]([NH2:3])[C:4]([OH:5])=[O:6].[Cl:24][CH2:25][Cl:26].[ClH:23].[OH2:7].[c:8]1([CH3:9])[cH:10][cH:11][c:12]([S:13]([OH:14])(=[O:15])=[O:16])[cH:17][cH:18]1.[cH:27]1[cH:28][cH:29][cH:30][cH:31][cH:32]1>>[CH3:1][CH:2]([NH2:3])[C:4](=[O:5])[O:6][CH2:21][CH2:20][Br:19].[ClH:23]. Reactants: C(C(C)C)OC[C@H](CC(C)C)NC(=O)[C@@H]1[C@H](O1)C(=O)O ((2S,3S)-3-[[(1S)-1-isobutoxymethyl-3-methylbutyl]carbamoyl]oxirane-2-carboxylic acid), C([O-])([O-])=O.[K+].[K+] (potassium carbonate). Run in CC(=O)C (acetone), CC(=O)C (Acetone), O (water), CC(=O)C (acetone). The product is C(C(C)C)OC[C@H](CC(C)C)NC(=O)[C@@H]1[C@H](O1)C(=O)[O-].[K+] (potassium (2S,3S)-3-[[(1S)-1-isobutoxymethyl-3-methylbutyl]carbamoyl]oxirane-2-carboxylate). Isolated yield 163.7%. As a reaction SMILES: [CH2:1]([O:5][CH2:6][C@@H:7]([NH:12][C:13]([C@H:15]1[O:17][C@@H:16]1[C:18]([OH:20])=[O:19])=[O:14])[CH2:8][CH:9]([CH3:11])[CH3:10])[CH:2]([CH3:4])[CH3:3].C(=O)([O-])[O-].[K+:25].[K+]>CC(C)=O.O>[CH2:1]([O:5][CH2:6][C@@H:7]([NH:12][C:13]([C@H:15]1[O:17][C@@H:16]1[C:18]([O-:20])=[O:19])=[O:14])[CH2:8][CH:9]([CH3:11])[CH3:10])[CH:2]([CH3:3])[CH3:4].[K+:25] |f:1.2.3,6.7|. Procedure: The (2S,3S)-3-[[(1S)-1-isobutoxymethyl-3-methylbutyl]carbamoyl]oxirane-2-carboxylic acid (4.83 g) prepared in Example 6 or 7 was dissolved in acetone (23 mL), and potassium carbonate (1.11 g) dissolved in water (4.5 mL) was slowly added. The solution was stirred at room temperature until the deposited inorganic salt was dissolved. While the solution was heated at 50° C. in a bath, acetone (100 mL) was dropped and a seed crystal was placed in the solution, and then the solution was stirred for 30... The reactants are [Ca+2], O=C(O)c1c(F)c(F)c(F)c(F)c1C(=O)O, [NH4+], [NH4+], O=S(=O)([O-])[O-], [OH-], [OH-], O, O=S(=O)(O)O. The product is O=C(O)c1cc(F)c(F)c(F)c1F. As a reaction SMILES: [Ca+2:30].[F:1][c:2]1[c:3]([C:14](=[O:15])[OH:16])[c:4]([C:5]([OH:6])=[O:7])[c:8]([F:13])[c:9]([F:12])[c:10]1[F:11].[NH4+:22].[NH4+:23].[O-:24][S:25](=[O:26])(=[O:27])[O-:28].[OH-:29].[OH-:31].[OH2:32].[S:17](=[O:18])(=[O:19])([OH:20])[OH:21]>>[F:1][c:2]1[c:3]([C:14](=[O:15])[OH:16])[cH:4][c:8]([F:13])[c:9]([F:12])[c:10]1[F:11]. The reactants are [OH-].[Na+] (sodium hydroxide), O.O.IC=1C=C(C[C@H](N)C(=O)O)C=C(C1O)I (3,5-Diiodotyrosine dihydrate), S(=O)(=O)([O-])[O-].[Cu+2] (Copper sulphate). Solvent: O (water). Conditions: temperature 22.5 celsius. Product: [Cu].IC=1C=C(C[C@H](N)C(=O)O)C=C(C1O)I (3,5-Diiodo L-Tyrosine Copper). Isolated yield 93.0%. As a reaction SMILES: [OH-].[Na+].O.O.[I:5][C:6]1[CH:7]=[C:8]([CH:15]=[C:16]([I:19])[C:17]=1[OH:18])[CH2:9][C@@H:10]([C:12]([OH:14])=[O:13])[NH2:11].S([O-])([O-])(=O)=O.[Cu+2:25]>O>[Cu:25].[I:5][C:6]1[CH:7]=[C:8]([CH:15]=[C:16]([I:19])[C:17]=1[OH:18])[CH2:9][C@@H:10]([C:12]([OH:14])=[O:13])[NH2:11] |f:0.1,2.3.4,5.6,8.9|. Reported procedure: RBF was charged with 1200 ml of water and 15.01 gms of sodium hydroxide at 20-25° C. and stirred to get a clear solution. 100 gms of 3,5-Diiodotyrosine dihydrate was added and to the above mixture and stirred for an hour to get a clear solution. Copper sulphate solution (35.94 gms dissolved in 225 ml of water at 40° C.) was then added into the reaction mixture over a period of 1 hr and maintained at 20-25° C. for 1 hr. The resultant reaction mixture is filtered and washed with 1500 ml of DM wate... Reactants: N1=CC=C(C=C1)C=1SC=C(N1)C=1C(NC2=CC(=CC=C2C1)C=O)=O (3-(2-pyridin-4-yl-thiazol-4-yl)-1H-quinolin-2-one-7-carbaldehyde), OC1CNCCC1 (3-hydroxypiperidine). Product: OC1CN(CCC1)CC1=CC=C2C=C(C(NC2=C1)=O)C=1N=C(SC1)C1=CC=NC=C1 (7-(3-Hydroxy-piperidin-1-ylmethyl)-3-(2-pyridin-4-yl-thiazol-4-yl)-1H-quinolin-2-one). Reaction SMILES: [N:1]1[CH:6]=[CH:5][C:4]([C:7]2[S:8][CH:9]=[C:10]([C:12]3[C:13](=[O:24])[NH:14][C:15]4[C:20]([CH:21]=3)=[CH:19][CH:18]=[C:17]([CH:22]=O)[CH:16]=4)[N:11]=2)=[CH:3][CH:2]=1.[OH:25][CH:26]1[CH2:31][CH2:30][CH2:29][NH:28][CH2:27]1>>[OH:25][CH:26]1[CH2:31][CH2:30][CH2:29][N:28]([CH2:22][C:17]2[CH:16]=[C:15]3[C:20]([CH:21]=[C:12]([C:10]4[N:11]=[C:7]([C:4]5[CH:3]=[CH:2][N:1]=[CH:6][CH:5]=5)[S:8][CH:9]=4)[C:13](=[O:24])[NH:14]3)=[CH:19][CH:18]=2)[CH2:27]1. Procedure: This compound was prepared according to the method described in example 8768 employing 3-(2-pyridin-4-yl-thiazol-4-yl)-1H-quinolin-2-one-7-carbaldehyde and 3-hydroxypiperidine to give a yellow solid. MS m/z: 419.2 (M+1). Starting materials: CC=1C(OC=2CCCC(C2C1)=O)=O (3-methyl- 5,6,7,8-tetrahydro-cumarin-5-one), OCCN (2-hydroxy- ethylamine). Yields the product OCCN1C(C(=CC=2C(CCCC12)=O)C)=O (1-(2-Hydroxyethyl)-3-methyl-7,8-dihydro-2,5(1H.6H)-quinolinedione). Reaction SMILES: [CH3:1][C:2]1[C:3](=[O:13])[O:4][C:5]2[CH2:6][CH2:7][CH2:8][C:9](=O)[C:10]=2[CH:11]=1.[OH:14][CH2:15][CH2:16][NH2:17]>>[OH:14][CH2:15][CH2:16][N:17]1[C:9]2[CH2:8][CH2:7][CH2:6][C:5](=[O:4])[C:10]=2[CH:11]=[C:2]([CH3:1])[C:3]1=[O:13]. Reported procedure: Prepared analogously to Example 5(b) from 3-methyl- 5,6,7,8-tetrahydro-cumarin-5-one and 2-hydroxy- ethylamine. Reactants: CN(C)C(OC)OC (DMF-DMA), FC=1C=C2CC(NC2=CC1)=O (5-fluoroindolin-2-one), O (water). Solvent: C1CCOC1 (THF). Run at time 4 hour. The product is CN(C)\C=C/1\C(NC2=CC=C(C=C12)F)=O ((E)-3-((dimethylamino)methylene)-5-fluoroindolin-2-one). Reaction SMILES: [CH3:1][N:2]([CH:4](OC)OC)[CH3:3].[F:9][C:10]1[CH:11]=[C:12]2[C:16](=[CH:17][CH:18]=1)[NH:15][C:14](=[O:19])[CH2:13]2.O>C1COCC1>[CH3:1][N:2](/[CH:4]=[C:13]1/[C:14](=[O:19])[NH:15][C:16]2[C:12]/1=[CH:11][C:10]([F:9])=[CH:18][CH:17]=2)[CH3:3]. Procedure: DMF-DMA (3.15 g, 26.4 mmol) was added into a solution of 5-fluoroindolin-2-one LXXXVIII (2.0 g, 13.2 mmol) in dry THF. The reaction mixture was stirred at rt for 4 hr before being poured into water and extracted by EtOAc. The organic layer was separated and dried by Na2SO4, and concentrated to give (E)-3-((dimethylamino)methylene)-5-fluoroindolin-2-one LXXXVIX. The reactants are Cl.NO (Hydroxylamine hydrochloride), C([O-])([O-])=O.[Na+].[Na+] (sodium carbonate), N1(CCOCC1)C=1C2=C(N=CN1)N(C=C2C=2C=C(C#N)C=CC2)COCC[Si](C)(C)C (3-[4-(morpholin-4-yl)-7-{[2-(trimethylsilyl)ethoxy]methyl}-7H-pyrrolo[2,3-d]pyrimidin-5-yl]benzonitrile). The solvent is C(C)O (ethanol), O (water). Yields the product ON=C(N)C1=CC(=CC=C1)C1=CN(C=2N=CN=C(C21)N2CCOCC2)COCC[Si](C)(C)C (N′-hydroxy-3-[4-(morpholin-4-yl)-7-{[2-(trimethylsilyl)ethoxy]methyl}-7H-pyrrolo[2,3-d]pyrimidin-5-yl]benzenecarboximidamide). RXN SMILES: Cl.[NH2:2][OH:3].C(=O)([O-])[O-].[Na+].[Na+].[N:10]1([C:16]2[C:17]3[C:24]([C:25]4[CH:26]=[C:27]([CH:30]=[CH:31][CH:32]=4)[C:28]#[N:29])=[CH:23][N:22]([CH2:33][O:34][CH2:35][CH2:36][Si:37]([CH3:40])([CH3:39])[CH3:38])[C:18]=3[N:19]=[CH:20][N:21]=2)[CH2:15][CH2:14][O:13][CH2:12][CH2:11]1>C(O)C.O>[OH:3][N:2]=[C:28]([C:27]1[CH:30]=[CH:31][CH:32]=[C:25]([C:24]2[C:17]3[C:16]([N:10]4[CH2:11][CH2:12][O:13][CH2:14][CH2:15]4)=[N:21][CH:20]=[N:19][C:18]=3[N:22]([CH2:33][O:34][CH2:35][CH2:36][Si:37]([CH3:40])([CH3:39])[CH3:38])[CH:23]=2)[CH:26]=1)[NH2:29] |f:0.1,2.3.4|. Procedure: Hydroxylamine hydrochloride (278 mg, 4.00 mmol) and sodium carbonate (318 mg, 3.00 mmol) were added to a stirred solution of 3-[4-(morpholin-4-yl)-7-{[2-(trimethylsilyl)ethoxy]methyl}-7H-pyrrolo[2,3-d]pyrimidin-5-yl]benzonitrile (C34) (436 mg, 1.00 mmol) in ethanol (10 mL) and water (5 mL). The reaction mixture was heated at reflux for 2 hours, then concentrated in vacuo, poured into water (25 mL), and extracted with ethyl acetate (3×10 mL). The combined organic layers were washed with saturated... The reactants are CCC(=O)N1CCSC1=S, CC(=O)OC1NC(=O)C1C(C)O[Si](C)(C)C(C)(C)C, O=C([O-])O, CCN1CCCCC1, ClCCl, [Na+], O=S(=O)([O-])C(F)(F)F. Yields the product CC(O[Si](C)(C)C(C)(C)C)C1C(=O)NC1C(C)C(=O)N1CCSC1=S. Reaction SMILES: [C:17]([CH2:18][CH3:19])(=[O:20])[N:21]1[C:22](=[S:26])[S:23][CH2:24][CH2:25]1.[C:27]([O:28][CH:31]1[CH:32]([CH:36]([CH3:37])[O:38][Si:39]([CH3:40])([CH3:41])[C:42]([CH3:43])([CH3:44])[CH3:45])[C:33](=[O:35])[NH:34]1)(=[O:29])[CH3:30].[C:46](=[O:47])([OH:48])[O-:49].[CH3:9][CH2:10][N:11]1[CH2:12][CH2:13][CH2:14][CH2:15][CH2:16]1.[Cl:51][CH2:52][Cl:53].[Na+:50].[O-:1][S:2]([C:3]([F:4])([F:5])[F:6])(=[O:7])=[O:8]>>[C:17]([CH:18]([CH3:19])[CH:31]1[CH:32]([CH:36]([CH3:37])[O:38][Si:39]([CH3:40])([CH3:41])[C:42]([CH3:43])([CH3:44])[CH3:45])[C:33](=[O:35])[NH:34]1)(=[O:20])[N:21]1[C:22](=[S:26])[S:23][CH2:24][CH2:25]1. The reactants are S(O)(O)(=O)=O (sulfuric acid), C(C1=CC=CC=C1)(=O)C1=C2CCC(C2=CC=C1)C(=O)O (4-benzoylindan-1-carboxylic acid), C(C)O (ethanol). The product is C(C1=CC=CC=C1)(=O)C1=C2CCC(C2=CC=C1)C(=O)OCC (ethyl 4-benzoylindan-1-carboxylate). As a reaction SMILES: S(=O)(=O)(O)O.[C:6]([C:14]1[CH:22]=[CH:21][CH:20]=[C:19]2[C:15]=1[CH2:16][CH2:17][CH:18]2[C:23]([OH:25])=[O:24])(=[O:13])[C:7]1[CH:12]=[CH:11][CH:10]=[CH:9][CH:8]=1.[CH2:26](O)[CH3:27]>>[C:6]([C:14]1[CH:22]=[CH:21][CH:20]=[C:19]2[C:15]=1[CH2:16][CH2:17][CH:18]2[C:23]([O:25][CH2:26][CH3:27])=[O:24])(=[O:13])[C:7]1[CH:8]=[CH:9][CH:10]=[CH:11][CH:12]=1. Reported procedure: To 250 ml. of ethanol is added 20 ml. of concentrated sulfuric acid, followed by the addition of 13.3 g. of 4-benzoylindan-1-carboxylic acid. The mixture is refluxed for 5.5 hours. After cooling, the ethanol is distilled off under reduced pressure and water is added to the residue, followed by extraction with ether. The ethereal layer is washed with a 5 % aqueous solution of sodium hydroxide and a saturated aqueous solution of sodium chloride and, then, dried. The solvent is distilled off under ...